From a dataset of the Open Reaction Database (ORD), a public repository of structured organic reaction records. describe an organic reaction: reactants, conditions, products, and yield The reactants are C[O-], CO, Cc1c([N+](=O)[O-])cnn1-c1ccc([N+](=O)[O-])cc1[N+](=O)[O-], [Na+]. The product is Cc1n[nH]cc1[N+](=O)[O-]. Reaction SMILES: [CH3:22][O-:23].[CH3:25][OH:26].[N+:1]([c:2]1[cH:3][c:4]([N+:5]([O-:6])=[O:7])[cH:8][cH:9][c:10]1-[n:13]1[n:14][cH:15][c:16]([N+:19](=[O:20])[O-:21])[c:17]1[CH3:18])([O-:11])=[O:12].[Na+:24]>>[n:13]1[nH:14][cH:15][c:16]([N+:19](=[O:20])[O-:21])[c:17]1[CH3:18]. The reactants are C(C(C)(C)C)(=O)Cl (pivaloyl chloride), NC1=C(C=C(C2=C1C(C=C(O2)C2=CC(=C(C=C2)N)F)=O)F)F (5-Amino-2-(4-amino-3-fluorophenyl)-6,8-difluoro-4H-1-benzopyran-4-one), O (Water). Solvent: N1=CC=CC=C1 (pyridine). Run at time 1.5 hour. Yields the product NC1=C(C=C(C2=C1C(C=C(O2)C2=CC(=C(C=C2)NC(C(C)(C)C)=O)F)=O)F)F (5-amino-6,8-difluoro-2-(3-fluoro-4-pivaloylaminophenyl)-4H-1-benzopyran-4-one). The yield is 100.0%. As a reaction SMILES: [NH2:1][C:2]1[C:7]2[C:8](=[O:20])[CH:9]=[C:10]([C:12]3[CH:17]=[CH:16][C:15]([NH2:18])=[C:14]([F:19])[CH:13]=3)[O:11][C:6]=2[C:5]([F:21])=[CH:4][C:3]=1[F:22].[C:23](Cl)(=[O:28])[C:24]([CH3:27])([CH3:26])[CH3:25].O>N1C=CC=CC=1>[NH2:1][C:2]1[C:7]2[C:8](=[O:20])[CH:9]=[C:10]([C:12]3[CH:17]=[CH:16][C:15]([NH:18][C:23](=[O:28])[C:24]([CH3:27])([CH3:26])[CH3:25])=[C:14]([F:19])[CH:13]=3)[O:11][C:6]=2[C:5]([F:21])=[CH:4][C:3]=1[F:22]. Procedure details: 5.00 g (16.3 mmol) of Compound 26 obtained in Example 26 was dissolved in 50 ml of pyridine, 2.2 ml of pivaloyl chloride was added under ice-cooling and the mixture was stirred at room temperature for 1.5 hours. Water was added to the reaction solution and the precipitated crystals were collected by filtration to give 6.35 g (100%) of 5-amino-6,8-difluoro-2-(3-fluoro-4-pivaloylaminophenyl)-4H-1-benzopyran-4-one. Reported procedure: 69.8 g of potassium carbonate and 50 ml N,N-dimethylformamide solution of 74 ml of 1-bromo-2-butyne were added to a 520 ml N,N-dimethylformamide solution of 90.6 g of 2-bromo-1H-imidazole-4,5-dicarbonitrile [CAS No 50847-09-1], and the mixture was heated at 50° C. for 8 hours. 1 L of ethyl acetate and 500 ml of water were added to the solution, and the organic layer was washed twice with 500 ml of water and then with 500 ml of a saturated sodium chloride solution. The organic layer was dried ove... Run in O (water), C(C)(=O)OCC (ethyl acetate). Reaction SMILES: C(=O)([O-])[O-].[K+].[K+].CN(C)C=O.Br[CH2:13][C:14]#[C:15][CH3:16].[Br:17][C:18]1[NH:19][C:20]([C:25]#[N:26])=[C:21]([C:23]#[N:24])[N:22]=1>O.C(OCC)(=O)C>[Br:17][C:18]1[N:19]([CH2:13][C:14]#[C:15][CH3:16])[C:20]([C:25]#[N:26])=[C:21]([C:23]#[N:24])[N:22]=1 |f:0.1.2|. Product: BrC=1N(C(=C(N1)C#N)C#N)CC#CC (2-bromo-1-(2-butynyl)-1H-imidazole-4,5-dicarbonitrile). Starting materials: C([O-])([O-])=O.[K+].[K+] (potassium carbonate), CN(C=O)C (N,N-dimethylformamide), BrCC#CC (1-bromo-2-butyne), CN(C=O)C (N,N-dimethylformamide), BrC=1NC(=C(N1)C#N)C#N (2-bromo-1H-imidazole-4,5-dicarbonitrile). Run at temperature 50 celsius. Reactants: C(C1=CC=CC=C1)OC(=O)N1CCC(CC1)N1C(N(CC1)C1=CC=C(C=C1)CCC(=O)OC)=O (1-(1-benzyloxycarbonyl-4-piperidinyl)-3-[4-(2-methoxycarbonyl-ethyl)-phenyl]-imidazolidin-2-one), [H][H] (hydrogen). The reagents and catalysts are [Pd] (palladium/charcoal). Solvent: CO (methanol). The product is COC(=O)CCC1=CC=C(C=C1)N1C(N(CC1)C1CCNCC1)=O (1-[4-(2-Methoxycarbonyl-ethyl)-phenyl]-3-(4-piperidinyl)-imidazolidin-2-one). Reaction SMILES: C(OC([N:11]1[CH2:16][CH2:15][CH:14]([N:17]2[CH2:21][CH2:20][N:19]([C:22]3[CH:27]=[CH:26][C:25]([CH2:28][CH2:29][C:30]([O:32][CH3:33])=[O:31])=[CH:24][CH:23]=3)[C:18]2=[O:34])[CH2:13][CH2:12]1)=O)C1C=CC=CC=1.[H][H]>CO.[Pd]>[CH3:33][O:32][C:30]([CH2:29][CH2:28][C:25]1[CH:26]=[CH:27][C:22]([N:19]2[CH2:20][CH2:21][N:17]([CH:14]3[CH2:15][CH2:16][NH:11][CH2:12][CH2:13]3)[C:18]2=[O:34])=[CH:23][CH:24]=1)=[O:31]. Procedure: Prepared by treating 1-(1-benzyloxycarbonyl-4-piperidinyl)-3-[4-(2-methoxycarbonyl-ethyl)-phenyl]-imidazolidin-2-one with hydrogen at 3 bars in the presence of 5% palladium/charcoal in methanol. Reactants: Cl.N[C@@H]1CC[C@H](CC1)NC(=O)C1=C(NC2=C1N=CN=C2C2=C(C=C(C(=C2)F)OC)OCC2CC2)C (N-(trans-4-aminocyclohexyl)-4-[2-(cyclopropylmethoxy)-5-fluoro-4-methoxyphenyl]-6-methyl-5H-pyrrolo[3,2-d]pyrimidine-7-carboxamide hydrochloride), C(C)(=O)OCC(=O)Cl (2-chloro-2-oxoethyl acetate). Yields the product C1(CC1)COC1=C(C=C(C(=C1)OC)F)C=1C2=C(N=CN1)C(=C(N2)C)C(=O)N[C@@H]2CC[C@H](CC2)NC(CO)=O (4-[2-(Cyclopropylmethoxy)-5-fluoro-4-methoxyphenyl]-N-[trans-4-(glycoloylamino)cyclohexyl]-6-methyl-5H-pyrrolo[3,2-d]pyrimidine-7-carboxamide). As a reaction SMILES: Cl.[NH2:2][C@H:3]1[CH2:8][CH2:7][C@H:6]([NH:9][C:10]([C:12]2[C:16]3[N:17]=[CH:18][N:19]=[C:20]([C:21]4[CH:26]=[C:25]([F:27])[C:24]([O:28][CH3:29])=[CH:23][C:22]=4[O:30][CH2:31][CH:32]4[CH2:34][CH2:33]4)[C:15]=3[NH:14][C:13]=2[CH3:35])=[O:11])[CH2:5][CH2:4]1.C([O:39][CH2:40][C:41](Cl)=[O:42])(=O)C>>[CH:32]1([CH2:31][O:30][C:22]2[CH:23]=[C:24]([O:28][CH3:29])[C:25]([F:27])=[CH:26][C:21]=2[C:20]2[C:15]3[NH:14][C:13]([CH3:35])=[C:12]([C:10]([NH:9][C@H:6]4[CH2:7][CH2:8][C@H:3]([NH:2][C:40](=[O:39])[CH2:41][OH:42])[CH2:4][CH2:5]4)=[O:11])[C:16]=3[N:17]=[CH:18][N:19]=2)[CH2:34][CH2:33]1 |f:0.1|. Procedure: Starting from N-(trans-4-aminocyclohexyl)-4-[2-(cyclopropylmethoxy)-5-fluoro-4-methoxyphenyl]-6-methyl-5H-pyrrolo[3,2-d]pyrimidine-7-carboxamide hydrochloride (example D.f45) and commercially available 2-chloro-2-oxoethyl acetate the title compound is obtained as colorless solid. The reactants are C(C)(C)(C)OC(=O)NOC(=O)OCCOC (1-{[({[(tert-butoxy)carbonyl]amino}oxy) carbonyl]oxy}-2-methoxyethane), CS(=O)(=O)C1=C(C=CC=C1)S(=O)(=O)Cl (2-methylsulfonyl benzenesulfonyl chloride). Yields the product C(C)(C)(C)OC(=O)N(S(=O)(=O)C1=C(C=CC=C1)S(=O)(=O)C)OC(=O)OCCOC (1-({[(tert-butoxy)carbonyl]({[(2-methoxyethoxy)carbonyl]oxy})amino}sulfonyl)-2-methanesulfonylbenzene). As a reaction SMILES: [C:1]([O:5][C:6]([NH:8][O:9][C:10]([O:12][CH2:13][CH2:14][O:15][CH3:16])=[O:11])=[O:7])([CH3:4])([CH3:3])[CH3:2].[CH3:17][S:18]([C:21]1[CH:26]=[CH:25][CH:24]=[CH:23][C:22]=1[S:27](Cl)(=[O:29])=[O:28])(=[O:20])=[O:19]>>[C:1]([O:5][C:6]([N:8]([O:9][C:10]([O:12][CH2:13][CH2:14][O:15][CH3:16])=[O:11])[S:27]([C:22]1[CH:23]=[CH:24][CH:25]=[CH:26][C:21]=1[S:18]([CH3:17])(=[O:20])=[O:19])(=[O:29])=[O:28])=[O:7])([CH3:4])([CH3:3])[CH3:2]. Procedure: 1-({[(tert-Butoxy)carbonyl]({[(2-methoxyethoxy)carbonyl]oxy})amino}-sulfonyl)-2-methanesulfonylbenzene (100) is prepared from 1-{[({[(tert-butoxy)carbonyl]amino}oxy) carbonyl]oxy}-2-methoxyethane and 2-methylsulfonyl benzenesulfonyl chloride according to Scheme 11. (0.59 g, 46%), 1H NMR (500 MHz, CHLOROFORM-d) δ ppm 8.16-8.80 (2H, m), 7.54-8.02 (2H, m), 4.47-4.47 (2H, m), 3.66 (2H, d, 4.1 Hz), 3.41 (3H, s), 3.38 (3H, s), 1.42 (9H, s)